describe an organic reaction: reactants, conditions, products, and yield From a dataset of the Open Reaction Database (ORD), a public repository of structured organic reaction records. Reactants: CC1(CC(OC2=CC=C(C=C12)C#C[Si](C)(C)C)=O)C (4,4-dimethyl-6-trimethylsilylethynyl-2-oxo-chroman), C([O-])([O-])=O.[K+].[K+] (potassium carbonate). Solvent: CO (methanol). Run at time 12 hour. The product is CC1(CC(OC2=CC=C(C=C12)C#C)=O)C (4,4-dimethyl-6-ethynyl-2-oxo-chroman). RXN SMILES: [CH3:1][C:2]1([CH3:19])[C:11]2[C:6](=[CH:7][CH:8]=[C:9]([C:12]#[C:13][Si](C)(C)C)[CH:10]=2)[O:5][C:4](=[O:18])[CH2:3]1.C(=O)([O-])[O-].[K+].[K+]>CO>[CH3:1][C:2]1([CH3:19])[C:11]2[C:6](=[CH:7][CH:8]=[C:9]([C:12]#[CH:13])[CH:10]=2)[O:5][C:4](=[O:18])[CH2:3]1 |f:1.2.3|. Procedure: To a solution of 2.15 g (8.0 mmol) of 4,4-dimethyl-6-trimethylsilylethynyl-2-oxo-chroman in 25 ml of methanol was added, under nitrogen, 1.0 g of potassium carbonate. The reaction mixture was stirred at room temperature for 12 hours and the methanol was then removed under vacuum. The residue was extracted with methylene chloride (2×15 ml) and the combined organic layers were washed with dilute HCl, water, brine and dried (MgSO4). The solvent was removed in-vacuo and the residue purified by Kugel... The reactants are C(C=CC1=CC=CC=C1)O (cinnamyl alcohol), N1=C(C=C(C=C1C)C)C (collidine), [Cl-].[Li+] (lithium chloride), CS(=O)(=O)Cl (methanesulfonyl chloride). Solvent: CCOCC (Et2O), CN(C)C=O (DMF). Run at time 12 hour. Yields the product C(\C=C/C1=CC=CC=C1)Cl ((Z)-Cinnamyl Chloride). Reaction SMILES: [CH2:1](O)[CH:2]=[CH:3][C:4]1[CH:9]=[CH:8][CH:7]=[CH:6][CH:5]=1.N1C(C)=CC(C)=CC=1C.[Cl-].[Li+].CS([Cl:26])(=O)=O>CN(C=O)C.CCOCC>[CH2:1]([Cl:26])/[CH:2]=[CH:3]\[C:4]1[CH:9]=[CH:8][CH:7]=[CH:6][CH:5]=1 |f:2.3|. Procedure: A solution of the cinnamyl alcohol (1-1) (17.8 g, 133 mmol; Fukuda, et al., Tetrahedron 55, 1999, pp 649-664) in DMF (75 mL) was treated with collidine (35.1 mL, 32.2 g, 266 mmol), lithium chloride (11.2 g, 266 mmol), and methanesulfonyl chloride (20.7 mL, 30.6 g, 173 mmol) at room temperature. After stirring for 12 h, the reaction was diluted with Et2O (300 mL) and washed with water, satd aq NH4Cl, and brine. The organic solution was dried over MgSO4, filtered, and concentrated. The residue was... Reactants: CN(C)C=O, CC(C)(C)Cc1nc2cc(CC(=O)O)ccc2o1, CCOC(C)=O, O=C(Cl)C(=O)Cl, ClCCl, Cc1nsc(N)c1Cl. Yields the product Cc1nsc(NC(=O)Cc2ccc3oc(CC(C)(C)C)nc3c2)c1Cl. As a reaction SMILES: [CH3:19][N:20]([CH3:21])[CH:22]=[O:23].[CH3:1][C:2]([CH2:3][c:4]1[o:5][c:6]2[c:7]([n:8]1)[cH:9][c:10]([CH2:13][C:14](=[O:15])[OH:16])[cH:11][cH:12]2)([CH3:17])[CH3:18].[CH3:41][CH2:42][O:43][C:44](=[O:45])[CH3:46].[Cl:24][C:25]([C:26]([Cl:27])=[O:28])=[O:29].[Cl:38][CH2:39][Cl:40].[NH2:30][c:31]1[c:32]([Cl:37])[c:33]([CH3:36])[n:34][s:35]1>>[CH3:1][C:2]([CH2:3][c:4]1[o:5][c:6]2[c:7]([n:8]1)[cH:9][c:10]([CH2:13][C:14](=[O:16])[NH:30][c:31]1[c:32]([Cl:37])[c:33]([CH3:36])[n:34][s:35]1)[cH:11][cH:12]2)([CH3:17])[CH3:18]. The reactants are C(CCCCCCCCCCCCCCC)OCCC(COC(C1=CC=CC=C1)(C1=CC=CC=C1)C1=CC=CC=C1)O (4-(hexadecyloxy)-1-(triphenylmethoxy)-2-butanol), [H-].[Na+] (sodium hydride), C(C1=CC=CC=C1)Br (benzyl bromide), C1(=CC=C(C=C1)S(=O)(=O)O)C (p-toluenesulfonic acid). Run in CN(C=O)C (dimethylformamide), O (water), CN(C=O)C (dimethylformamide). Reaction conditions: temperature 0 celsius, time 8 hour. Yields the product C(CCCCCCCCCCCCCCC)OCCC(CO)OCC1=CC=CC=C1 (4-(Hexadecyloxy)-2-(phenylmethoxy)-1-butanol). The yield is 55.3%. RXN SMILES: [H-].[Na+].[CH2:3](Br)[C:4]1[CH:9]=[CH:8][CH:7]=[CH:6][CH:5]=1.[CH2:11]([O:27][CH2:28][CH2:29][CH:30]([OH:52])[CH2:31][O:32]C(C1C=CC=CC=1)(C1C=CC=CC=1)C1C=CC=CC=1)[CH2:12][CH2:13][CH2:14][CH2:15][CH2:16][CH2:17][CH2:18][CH2:19][CH2:20][CH2:21][CH2:22][CH2:23][CH2:24][CH2:25][CH3:26].C1(C)C=CC(S(O)(=O)=O)=CC=1>CN(C)C=O.O>[CH2:11]([O:27][CH2:28][CH2:29][CH:30]([O:52][CH2:3][C:4]1[CH:9]=[CH:8][CH:7]=[CH:6][CH:5]=1)[CH2:31][OH:32])[CH2:12][CH2:13][CH2:14][CH2:15][CH2:16][CH2:17][CH2:18][CH2:19][CH2:20][CH2:21][CH2:22][CH2:23][CH2:24][CH2:25][CH3:26] |f:0.1|. Procedure: To a suspension of 6.17 g of 50% sodium hydride (washed with hexanes) in 245 ml of dry dimethylformamide was added 19.45 g of benzyl bromide at 0° C. A solution of 56.65 g of 4-(hexadecyloxy)-1-(triphenylmethoxy)-2-butanol in 60 ml of dimethylformamide was added dropwise with stirring at 0° C. under argon. The mixture was stirred overnight at room temperature, then poured into 1000 ml of iced water and extracted with petroleum ether. The organic phase was dried, the solvent removed and the resid...